From a dataset of the Open Reaction Database (ORD), a public repository of structured organic reaction records. describe an organic reaction: reactants, conditions, products, and yield Starting materials: BrC1CCSC2=C(C1=O)C=C(C=C2)F (4-Bromo-7-fluoro-2,3,4,5-tetrahydro-1-benzothiepin-5-one), CN(S(=O)(=O)NCC1CCC(CC1)CNC(=S)N)C (N-[4-([(dimethylamino)sulfonyl]aminomethyl)-cyclohexyl]methylthiourea). Product: N1=C(SC2=C1C1=C(SCC2)C=CC=C1)NCC1CCC(CC1)CNS(=O)(=O)N(C)C (N′-(4-[(4,5-dihydrobenzo[2,3]thiepino[4,5-d][1,3]thiazol-2-ylamino)methyl]cyclohexylmethyl)-N,N-dimethylsulfamide). As a reaction SMILES: Br[CH:2]1[C:8](=O)[C:7]2[CH:10]=[C:11](F)[CH:12]=[CH:13][C:6]=2[S:5][CH2:4][CH2:3]1.[CH3:15][N:16]([CH3:33])[S:17]([NH:20][CH2:21][CH:22]1[CH2:27][CH2:26][CH:25]([CH2:28][NH:29][C:30]([NH2:32])=[S:31])[CH2:24][CH2:23]1)(=[O:19])=[O:18]>>[N:32]1[C:8]2[C:7]3[CH:10]=[CH:11][CH:12]=[CH:13][C:6]=3[S:5][CH2:4][CH2:3][C:2]=2[S:31][C:30]=1[NH:29][CH2:28][CH:25]1[CH2:26][CH2:27][CH:22]([CH2:21][NH:20][S:17]([N:16]([CH3:33])[CH3:15])(=[O:19])=[O:18])[CH2:23][CH2:24]1. Procedure details: 4-Bromo-7-fluoro-2,3,4,5-tetrahydro-1-benzothiepin-5-one (0.200 g, 0.720 mmole) and N-[4-([(dimethylamino)sulfonyl]aminomethyl)-cyclohexyl]methylthiourea (0.250 g, 0.810 mmole) were heated at reflux for 18 hours, the solvent removed under reduced pressure and the crude product chromatographed (silica) to afford N′-(4-[(4,5-dihydrobenzo[2,3]thiepino[4,5-d][1,3]thiazol-2-ylamino)methyl]cyclohexylmethyl)-N,N-dimethylsulfamide.